From a dataset of the Open Reaction Database (ORD), a public repository of structured organic reaction records. describe an organic reaction: reactants, conditions, products, and yield Reactants: C(C)(C)(C)OC(NC1=C(C=C(C=C1)C(F)(F)F)N)=O ((2-amino-4-trifluoromethyl-phenyl)-carbamic acid tert-butyl ester), C(C)(C)(C)OC(CC(=O)C1=CC(=CC=C1)C=1C=NC(=CC1)C1CC1)=O (3-[3-(6-cyclopropyl-pyridin-3-yl)-phenyl]-3-oxo-propionic acid tert-butyl ester). Product: C(C)(C)(C)OC(NC1=C(C=C(C=C1)C(F)(F)F)NC(CC(=O)C1=CC(=CC=C1)C=1C=NC(=CC1)C1CC1)=O)=O ((2-{3-[3-(6-Cyclopropyl-pyridin-3-yl)-phenyl]-3-oxo-propionylamino}-4-trifluoromethyl-phenyl)-carbamic acid tert-butyl ester), foam. Yield: 77.0%. As a reaction SMILES: [C:1]([O:5][C:6](=[O:19])[NH:7][C:8]1[CH:13]=[CH:12][C:11]([C:14]([F:17])([F:16])[F:15])=[CH:10][C:9]=1[NH2:18])([CH3:4])([CH3:3])[CH3:2].C([O:24][C:25](=O)[CH2:26][C:27]([C:29]1[CH:34]=[CH:33][CH:32]=[C:31]([C:35]2[CH:36]=[N:37][C:38]([CH:41]3[CH2:43][CH2:42]3)=[CH:39][CH:40]=2)[CH:30]=1)=[O:28])(C)(C)C>>[C:1]([O:5][C:6](=[O:19])[NH:7][C:8]1[CH:13]=[CH:12][C:11]([C:14]([F:17])([F:16])[F:15])=[CH:10][C:9]=1[NH:18][C:25](=[O:24])[CH2:26][C:27]([C:29]1[CH:34]=[CH:33][CH:32]=[C:31]([C:35]2[CH:36]=[N:37][C:38]([CH:41]3[CH2:42][CH2:43]3)=[CH:39][CH:40]=2)[CH:30]=1)=[O:28])([CH3:4])([CH3:2])[CH3:3]. Procedure: The title compound was prepared from (2-amino-4-trifluoromethyl-phenyl)-carbamic acid tert-butyl ester (Example J3) (207 mg, 0.75 mmol) and 3-[3-(6-cyclopropyl-pyridin-3-yl)-phenyl]-3-oxo-propionic acid tert-butyl ester (Example K21) (253 mg, 0.75 mmol) according to the general procedure M. Obtained as a yellow foam (311 mg, 77%). Starting materials: O=C([O-])[O-], COC(=O)c1cc(Br)cc(N2CCOC2=O)c1, CNCCNC, CC#N, [Cu]I, CC1(C)CC12C(=O)Nc1ccc(F)cc12, [K+], [K+]. Product: COC(=O)c1cc(N2CCOC2=O)cc(N2C(=O)C3(CC3(C)C)c3cc(F)ccc32)c1. RXN SMILES: [C:33](=[O:34])([O-:35])[O-:36].[CH3:16][O:17][C:18]([c:19]1[cH:20][c:21]([Br:31])[cH:22][c:23]([N:25]2[C:26](=[O:30])[O:27][CH2:28][CH2:29]2)[cH:24]1)=[O:32].[CH3:39][NH:40][CH2:41][CH2:42][NH:43][CH3:44].[CH3:45][C:46]#[N:47].[Cu:48][I:49].[F:1][c:2]1[cH:3][c:4]2[c:5]([cH:6][cH:7]1)[NH:8][C:9](=[O:15])[C:10]21[C:11]([CH3:13])([CH3:14])[CH2:12]1.[K+:37].[K+:38]>>[F:1][c:2]1[cH:3][c:4]2[c:5]([cH:6][cH:7]1)[N:8]([c:21]1[cH:20][c:19]([C:18]([O:17][CH3:16])=[O:32])[cH:24][c:23]([N:25]3[C:26](=[O:30])[O:27][CH2:28][CH2:29]3)[cH:22]1)[C:9](=[O:15])[C:10]21[C:11]([CH3:13])([CH3:14])[CH2:12]1.